This data is from the Open Reaction Database (ORD), a public repository of structured organic reaction records. The task is: describe an organic reaction: reactants, conditions, products, and yield Reactants: OCC1OC(c2ccc(Cl)c(Cc3ccc4c(c3)N(Cc3ccccc3)CCO4)c2)C(O)C(O)C1O, CO, Cl. The product is OCC1OC(c2ccc(Cl)c(Cc3ccc4c(c3)NCCO4)c2)C(O)C(O)C1O. Reaction SMILES: [CH2:1]([c:2]1[cH:3][cH:4][cH:5][cH:6][cH:7]1)[N:8]1[CH2:9][CH2:10][O:11][c:12]2[c:13]1[cH:14][c:15]([CH2:18][c:19]1[cH:20][c:21]([CH:26]3[O:27][CH:28]([CH2:35][OH:36])[CH:29]([OH:34])[CH:30]([OH:33])[CH:31]3[OH:32])[cH:22][cH:23][c:24]1[Cl:25])[cH:16][cH:17]2.[CH3:38][OH:39].[ClH:37]>>[NH:8]1[CH2:9][CH2:10][O:11][c:12]2[c:13]1[cH:14][c:15]([CH2:18][c:19]1[cH:20][c:21]([CH:26]3[O:27][CH:28]([CH2:35][OH:36])[CH:29]([OH:34])[CH:30]([OH:33])[CH:31]3[OH:32])[cH:22][cH:23][c:24]1[Cl:25])[cH:16][cH:17]2. Starting materials: C(C)(C)(C)[Si](C)(C)OC1=C(C=C(C(=C1)C(C)(C)C)SC#N)C (tert-butyl-(5-tert-butyl-2-methyl-4-thiocyanato-phenoxy)-dimethyl-silane), SC[C@@H](O)[C@H](O)CS (dithiothreitol), OP(=O)([O-])[O-].[K+].[K+] (potassium dibasic phosphate). Solvent: hexanes, CCO (EtOH). The product is C(C)(C)(C)C1=C(C=C(C(=C1)O[Si](C)(C)C(C)(C)C)C)S (2-tert-Butyl-4-(tert-butyl-dimethyl-silanyloxy)-5-methyl-benzenethiol). As a reaction SMILES: [C:1]([Si:5]([O:8][C:9]1[CH:14]=[C:13]([C:15]([CH3:18])([CH3:17])[CH3:16])[C:12]([S:19]C#N)=[CH:11][C:10]=1[CH3:22])([CH3:7])[CH3:6])([CH3:4])([CH3:3])[CH3:2].SC[C@H]([C@@H](CS)O)O.OP([O-])([O-])=O.[K+].[K+]>CCO>[C:15]([C:13]1[CH:14]=[C:9]([O:8][Si:5]([C:1]([CH3:4])([CH3:3])[CH3:2])([CH3:6])[CH3:7])[C:10]([CH3:22])=[CH:11][C:12]=1[SH:19])([CH3:18])([CH3:17])[CH3:16] |f:2.3.4|. Reported procedure: A solution of 3.02 g (9.00 mmol) of tert-butyl-(5-tert-butyl-2-methyl-4-thiocyanato-phenoxy)-dimethyl-silane (prepared in Example HHH), 2.3 g (12 mmol) of dithiothreitol, EtOH (20 mL), and 0.02M potassium dibasic phosphate buffer (10 mL) was heated to 50° C. overnight. The mixture was cooled to room temperature, diluted with hexanes and washed with H2O. The organic layer was then dried (Na2SO4) and the solvent removed in vacuo to yield the title compound. 1H NMR (CDCl3) δ 0.20 (s, 6 H), 1.00 (s,... The reactants are BrC1=CC(=C(C(=C1)C)N)C (4-Bromo-2,6-dimethylphenylamine), diazonium salt, [Cu](C#N)C#N (copper cyanide), [C-]#N.[Na+] (sodium cyanide), N(=O)[O-].[Na+] (NaNO2), [Cu](C#N)C#N (copper cyanide), [C-]#N.[Na+] (sodium cyanide), ice, C([O-])([O-])=O.[Na+].[Na+] (sodium carbonate). The solvent is Cl (HCl), C1(=CC=CC=C1)C (toluene), O (water), Cl (HCl), O (water), O (water). Run at temperature 0 celsius, time 30 minute. Product: BrC1=CC(=C(C#N)C(=C1)C)C (4-Bromo-2,6-dimethylbenzonitrile). Yield: 61.7%. Reaction SMILES: [Br:1][C:2]1[CH:7]=[C:6]([CH3:8])[C:5](N)=[C:4]([CH3:10])[CH:3]=1.N([O-])=O.[Na+].[Cu](C#N)[C:16]#[N:17].[C-]#N.[Na+].C(=O)([O-])[O-].[Na+].[Na+]>Cl.O.C1(C)C=CC=CC=1>[Br:1][C:2]1[CH:7]=[C:6]([CH3:8])[C:5]([C:16]#[N:17])=[C:4]([CH3:10])[CH:3]=1 |f:1.2,4.5,6.7.8|. Procedure: 4-Bromo-2,6-dimethylphenylamine (10 g, 500 mmol) was suspended in concentrated HCl (10 mL) and crushed ice (41 g) and cooled to 0° C. NaNO2 (3.52 g, 51 mmol) in water (10 mL) was added, maintaining a temperature of 0° C. and the reaction was stirred for 30 minutes. A solution of copper cyanide (5.60 g, 62.5 mmol) in water (25 mL) and sodium cyanide (7.79 g, 159 mmol) in water (12 mL) were cooled to 0° C. in a separate flask. The concentrated HCl mixture was neutralized with sodium carbonate and ... Starting materials: CN(C(C(C(CC)C1=CC(=CC=C1)OC)C)=O)C (N,N-dimethyl-2-methyl-3-(3-methoxyphenyl) valeramide), I (hydroiodic acid). The product is CN(C(C(C(CC)C1=CC(=CC=C1)O)C)=O)C (N,N-dimethyl-2-methyl-3-(3-hydroxyphenyl) valeramide). RXN SMILES: [CH3:1][N:2]([CH3:18])[C:3](=[O:17])[CH:4]([CH3:16])[CH:5]([C:8]1[CH:13]=[CH:12][CH:11]=[C:10]([O:14]C)[CH:9]=1)[CH2:6][CH3:7].I>>[CH3:18][N:2]([CH3:1])[C:3](=[O:17])[CH:4]([CH3:16])[CH:5]([C:8]1[CH:13]=[CH:12][CH:11]=[C:10]([OH:14])[CH:9]=1)[CH2:6][CH3:7]. Procedure details: The steps are: add compound 7 into a reaction flask, add hydroiodic acid, perform heating and reflux for 5 hours; detect the reaction process by TLC; after that, cool the resultant to the room temperature, pour it to an alkaline solution to make the pH become 9, and perform extraction by ethyl acetate and rinse by water; and recycle the solvent after drying and decompression to obtain a light yellow liquid, N,N-dimethyl-2-methyl-3-(3-hydroxyphenyl) valeramide (compound 9). Product: Nc1cc(O)ccc1-c1cc(=O)c2ccccc2o1. Reactants: CC(=O)O, I, COc1ccc(-c2cc(=O)c3ccccc3o2)c(N)c1, O. Reaction SMILES: [CH3:22][C:23](=[O:24])[OH:25].[IH:21].[NH2:1][c:2]1[c:3](-[c:10]2[o:11][c:12]3[cH:13][cH:14][cH:15][cH:16][c:17]3[c:18](=[O:20])[cH:19]2)[cH:4][cH:5][c:6]([O:8][CH3:9])[cH:7]1.[OH2:26]>>[NH2:1][c:2]1[c:3](-[c:10]2[o:11][c:12]3[cH:13][cH:14][cH:15][cH:16][c:17]3[c:18](=[O:20])[cH:19]2)[cH:4][cH:5][c:6]([OH:8])[cH:7]1.